This data is from the Open Reaction Database (ORD), a public repository of structured organic reaction records. The task is: describe an organic reaction: reactants, conditions, products, and yield The reactants are O=Cc1cc(F)ccc1Br, CC[Zn]CC, COc1ccccc1C(NC(C)c1ccccc1)c1c(O)ccc2ccccc12, Cc1ccccc1, CCCCCC, Cl. The product is CCC(O)c1cc(F)ccc1Br. Reaction SMILES: [Br:41][c:42]1[c:43]([CH:44]=[O:45])[cH:46][c:47]([F:50])[cH:48][cH:49]1.[CH2:1]([Zn:2][CH2:4][CH3:5])[CH3:3].[CH3:12][O:13][c:14]1[cH:15][cH:16][cH:17][cH:18][c:19]1[CH:20]([NH:21][CH:22]([c:23]1[cH:24][cH:25][cH:26][cH:27][cH:28]1)[CH3:29])[c:30]1[c:31]2[c:32]([cH:33][cH:34][cH:35][cH:36]2)[cH:37][cH:38][c:39]1[OH:40].[CH3:52][c:53]1[cH:54][cH:55][cH:56][cH:57][cH:58]1.[CH3:6][CH2:7][CH2:8][CH2:9][CH2:10][CH3:11].[ClH:51]>>[CH2:4]([CH3:5])[CH:44]([c:43]1[c:42]([Br:41])[cH:49][cH:48][c:47]([F:50])[cH:46]1)[OH:45]. The reactants are C(#N)C=1C=C(OC2=C(C(=C(C(=N2)OC=2C=C(C(=O)OCC)C=C(C2)O)F)C)F)C=CC1 (3-[(6-(3-cyanophenoxy)-3,5-difluoro-4-methylpyridin-2-yl)oxy]-5-hydroxybenzoic acid, ethyl ester), C([O-])([O-])=O.[Cs+].[Cs+] (cesium carbonate), IC (iodomethane). Solvent: C(C)#N (acetonitrile). Reaction conditions: time 15 hour. The product is C(#N)C=1C=C(OC2=C(C(=C(C(=N2)OC=2C=C(C(=O)OCC)C=C(C2)OC)F)C)F)C=CC1 (3-[(6-(3-cyanophenoxy)-3,5-difluoro-4-methyl-pyridin-2-yl)oxy]-5-methoxybenzoic acid, ethyl ester). As a reaction SMILES: [C:1]([C:3]1[CH:4]=[C:5]([CH:29]=[CH:30][CH:31]=1)[O:6][C:7]1[N:12]=[C:11]([O:13][C:14]2[CH:15]=[C:16]([CH:22]=[C:23]([OH:25])[CH:24]=2)[C:17]([O:19][CH2:20][CH3:21])=[O:18])[C:10]([F:26])=[C:9]([CH3:27])[C:8]=1[F:28])#[N:2].[C:32](=O)([O-])[O-].[Cs+].[Cs+].IC>C(#N)C>[C:1]([C:3]1[CH:4]=[C:5]([CH:29]=[CH:30][CH:31]=1)[O:6][C:7]1[N:12]=[C:11]([O:13][C:14]2[CH:15]=[C:16]([CH:22]=[C:23]([O:25][CH3:32])[CH:24]=2)[C:17]([O:19][CH2:20][CH3:21])=[O:18])[C:10]([F:26])=[C:9]([CH3:27])[C:8]=1[F:28])#[N:2] |f:1.2.3|. Procedure details: To acetonitrile (5 mL) was added 3-[(6-(3-cyanophenoxy)-3,5-difluoro-4-methylpyridin-2-yl)oxy]-5-hydroxybenzoic acid, ethyl ester (0.20 g, 0.47 mmol), cesium carbonate (0.31 g, 0.94 mmol), and iodomethane (0.13 g, 0.94 mmol). After stirring for 15 hours the mixture was partitioned with ethyl acetate and water. The organic layer was dried (MgSO4) and the solvent was removed in vacuo to give 3-[(6-(3-cyanophenoxy)-3,5-difluoro-4-methyl-pyridin-2-yl)oxy]-5-methoxybenzoic acid, ethyl ester; NMR (CDC... Product: BrC=1C=C2C(=NC(=NC2=CC1)SC)O (6-bromo-2-(methylthio)-quinazolin-4-ol). The reactants are Cl (HCl), BrC=1C=C2C(=NC(=NC2=CC1)S)O (6-bromo-2-mercapto-quinazolin-4-ol), CI (methyl iodide), [O-]CC.[Na+] (sodium ethoxide). Run in CN(C)C=O (DMF). Reaction SMILES: [Br:1][C:2]1[CH:3]=[C:4]2[C:9](=[CH:10][CH:11]=1)[N:8]=[C:7]([SH:12])[N:6]=[C:5]2[OH:13].CI.[O-][CH2:17]C.[Na+].Cl>CN(C=O)C>[Br:1][C:2]1[CH:3]=[C:4]2[C:9](=[CH:10][CH:11]=1)[N:8]=[C:7]([S:12][CH3:17])[N:6]=[C:5]2[OH:13] |f:2.3|. Procedure: A solution of 6-bromo-2-mercapto-quinazolin-4-ol (0.32 g, 1.26 mmol), methyl iodide and sodium ethoxide in DMF (5 mL) was stirred at room temperature for 3 hours. HCl (1N, 3 ml) was added and the mixture was extracted with ethyl acetate. The organic layer was dried and concentrated to provide 0.31 g of crude product which was used without further purification. The product was characterized as follows: MS (m/z) 271 [M+H]+; HPLC retention time (Rt)=1.87 minutes (Method B). Product: C=1C=CC(=CC1)C(C(=O)N[C@H]2[C@@H]3N(C2=O)C(=C(CS3)C[N+]=4C=CC(=CC4)C(=O)N)C(=O)[O-])S(=O)(=O)[O-].[Na+] (cefsulodin sodium). Procedure: adding about 1 equivalent of sodium acetate to the solution of cefsulodin to provide a solution of cefsulodin sodium, and Starting materials: C(C)(=O)[O-].[Na+] (sodium acetate), C=1C=CC(=CC1)C(C(=O)N[C@H]2[C@@H]3N(C2=O)C(=C(CS3)C[N+]=4C=CC(=CC4)C(=O)N)C(=O)O)S(=O)(=O)O (cefsulodin). Reaction SMILES: C([O-])(=O)C.[Na+:5].[CH:6]1[CH:7]=[CH:8][C:9]([CH:12]([S:38]([OH:41])(=[O:40])=[O:39])[C:13]([NH:15][C@@H:16]2[C:19](=[O:20])[N:18]3[C:21]([C:35]([OH:37])=[O:36])=[C:22]([CH2:25][N+:26]4[CH:27]=[CH:28][C:29]([C:32]([NH2:34])=[O:33])=[CH:30][CH:31]=4)[CH2:23][S:24][C@H:17]23)=[O:14])=[CH:10][CH:11]=1>>[CH:6]1[CH:7]=[CH:8][C:9]([CH:12]([S:38]([O-:41])(=[O:39])=[O:40])[C:13]([NH:15][C@@H:16]2[C:19](=[O:20])[N:18]3[C:21]([C:35]([O-:37])=[O:36])=[C:22]([CH2:25][N+:26]4[CH:31]=[CH:30][C:29]([C:32]([NH2:34])=[O:33])=[CH:28][CH:27]=4)[CH2:23][S:24][C@H:17]23)=[O:14])=[CH:10][CH:11]=1.[Na+:5] |f:0.1,3.4|. Starting materials: CC(=O)Cl, CC(C)N1CCC(Oc2ccc3c(c2)cc(C(=O)N2CCNCC2)n3C(C)C)CC1, Cl. Yields the product CC(=O)N1CCN(C(=O)c2cc3cc(OC4CCN(C(C)C)CC4)ccc3n2C(C)C)CC1. As a reaction SMILES: [CH3:32][C:33]([Cl:34])=[O:35].[CH:2]([CH3:3])([CH3:4])[n:5]1[c:6]([C:24](=[O:25])[N:26]2[CH2:27][CH2:28][NH:29][CH2:30][CH2:31]2)[cH:7][c:8]2[cH:9][c:10]([O:14][CH:15]3[CH2:16][CH2:17][N:18]([CH:21]([CH3:22])[CH3:23])[CH2:19][CH2:20]3)[cH:11][cH:12][c:13]12.[ClH:1]>>[CH:2]([CH3:3])([CH3:4])[n:5]1[c:6]([C:24](=[O:25])[N:26]2[CH2:27][CH2:28][N:29]([C:33]([CH3:32])=[O:35])[CH2:30][CH2:31]2)[cH:7][c:8]2[cH:9][c:10]([O:14][CH:15]3[CH2:16][CH2:17][N:18]([CH:21]([CH3:22])[CH3:23])[CH2:19][CH2:20]3)[cH:11][cH:12][c:13]12. The reactants are Cl.C(C=C)NS(=O)(=O)C=1C=C(C(=O)O)C=CC1N1CCN(CC1)C (3-allylsulfamoyl-4-(4-methylpiperazine-1-yl)-benzoic acid-hydrochloride), [H][H] (hydrogen). Reagents/catalysts: [Pd] (palladium black). Run in O1CCCC1 (tetrahydrofurane). The product is Cl.CN1CCN(CC1)C1=C(C=C(C(=O)O)C=C1)S(NCCC)(=O)=O (4-(4-Methylpiperazine-1-yl)-3-n-propylsulfamoylbenzoic acid-hydrochloride). As a reaction SMILES: [ClH:1].[CH2:2]([NH:5][S:6]([C:9]1[CH:10]=[C:11]([CH:15]=[CH:16][C:17]=1[N:18]1[CH2:23][CH2:22][N:21]([CH3:24])[CH2:20][CH2:19]1)[C:12]([OH:14])=[O:13])(=[O:8])=[O:7])[CH:3]=[CH2:4].[H][H]>O1CCCC1.[Pd]>[ClH:1].[CH3:24][N:21]1[CH2:22][CH2:23][N:18]([C:17]2[CH:16]=[CH:15][C:11]([C:12]([OH:14])=[O:13])=[CH:10][C:9]=2[S:6](=[O:8])(=[O:7])[NH:5][CH2:2][CH2:3][CH3:4])[CH2:19][CH2:20]1 |f:0.1,5.6|. Procedure details: 37.6 Grams of 3-allylsulfamoyl-4-(4-methylpiperazine-1-yl)-benzoic acid-hydrochloride (0.1 mole), prepared according to Example 32, were dissolved in 0.3 l of tetrahydrofurane and were hydrogentated in the presence of palladium black at 30° C. and at 40 atmospheres until no more hydrogen was absorbed. Subsequently the catalyst was separated, the solution was evaporated, and the residue was recrystallized from water. The reactants are BrC1=NC(=C(C(=O)O)C=C1)C (6-bromo-2-methylnicotinic acid), C1(CC1)C=1C(=NC=C(C1)C1CC1)N1CCNCC1 (1-(3,5-dicyclopropylpyridin-2-yl)piperazine). The product is BrC1=CC=C(C(=N1)C)C(=O)N1CCN(CC1)C1=NC=C(C=C1C1CC1)C1CC1 ((6-bromo-2-methylpyridin-3-yl)[4-(3,5-dicyclopropylpyridin-2-yl)piperazin-1-yl]methanone). Yield: 56.3%. Reaction SMILES: [Br:1][C:2]1[CH:10]=[CH:9][C:5]([C:6]([OH:8])=O)=[C:4]([CH3:11])[N:3]=1.[CH:12]1([C:15]2[C:16]([N:24]3[CH2:29][CH2:28][NH:27][CH2:26][CH2:25]3)=[N:17][CH:18]=[C:19]([CH:21]3[CH2:23][CH2:22]3)[CH:20]=2)[CH2:14][CH2:13]1>>[Br:1][C:2]1[N:3]=[C:4]([CH3:11])[C:5]([C:6]([N:27]2[CH2:28][CH2:29][N:24]([C:16]3[C:15]([CH:12]4[CH2:13][CH2:14]4)=[CH:20][C:19]([CH:21]4[CH2:23][CH2:22]4)=[CH:18][N:17]=3)[CH2:25][CH2:26]2)=[O:8])=[CH:9][CH:10]=1. Procedure details: Using 6-bromo-2-methylnicotinic acid (604 mg) and 1-(3,5-dicyclopropylpyridin-2-yl)piperazine (816 mg) described in Preparation Example 88 and by the reaction and treatment in the same manner as in Preparation Example 111, the title compound (695 mg) was obtained. The reactants are COc1ccc(CCCCl)cc1OC, [C-]#[N+]C(CC)c1cccs1. The product is [C-]#[N+]C(CC)(CCCc1ccc(OC)c(OC)c1)c1cccs1. As a reaction SMILES: [CH3:11][O:12][c:13]1[cH:14][c:15]([CH2:21][CH2:22][CH2:23][Cl:24])[cH:16][cH:17][c:18]1[O:19][CH3:20].[s:1]1[c:2]([CH:6]([CH2:7][CH3:8])[N+:9]#[C-:10])[cH:3][cH:4][cH:5]1>>[s:1]1[c:2]([C:6]([CH2:7][CH3:8])([N+:9]#[C-:10])[CH2:23][CH2:22][CH2:21][c:15]2[cH:14][c:13]([O:12][CH3:11])[c:18]([O:19][CH3:20])[cH:17][cH:16]2)[cH:3][cH:4][cH:5]1. Reactants: CN(NC(=O)C1=CC2=C(N(N=C2NC(C2=CC=C(C=C2)CN2CCN(CC2)C)=O)C(=O)OC(C)(C)C)S1)C1=CC=CC=C1 (tert-butyl 5-(N′-methyl-N′-phenylhydrazinocarbonyl)-3-[4-(4-methylpiperazin-1-ylmethyl)benzoylamino]-thieno[2,3-c]pyrazole-1-carboxylate). The solvent is CO (methanol). Product: CN(NC(=O)C1=CC2=C(NN=C2NC(C2=CC=C(C=C2)CN2CCN(CC2)C)=O)S1)C1=CC=CC=C1 (N-[5-(N′-methyl-N′-phenylhydrazinocarbonyl)-1H-thieno[2,3-c]pyrazol-3-yl]-4-(4-methylpiperazin-1-ylmethyl)benzamide). Yield: 66.8%. As a reaction SMILES: [CH3:1][N:2]([C:38]1[CH:43]=[CH:42][CH:41]=[CH:40][CH:39]=1)[NH:3][C:4]([C:6]1[S:37][C:9]2[N:10](C(OC(C)(C)C)=O)[N:11]=[C:12]([NH:13][C:14](=[O:29])[C:15]3[CH:20]=[CH:19][C:18]([CH2:21][N:22]4[CH2:27][CH2:26][N:25]([CH3:28])[CH2:24][CH2:23]4)=[CH:17][CH:16]=3)[C:8]=2[CH:7]=1)=[O:5]>CO>[CH3:1][N:2]([C:38]1[CH:43]=[CH:42][CH:41]=[CH:40][CH:39]=1)[NH:3][C:4]([C:6]1[S:37][C:9]2[NH:10][N:11]=[C:12]([NH:13][C:14](=[O:29])[C:15]3[CH:16]=[CH:17][C:18]([CH2:21][N:22]4[CH2:23][CH2:24][N:25]([CH3:28])[CH2:26][CH2:27]4)=[CH:19][CH:20]=3)[C:8]=2[CH:7]=1)=[O:5]. Procedure: A solution of 0.14 g (232 μmol) of tert-butyl 5-(N′-methyl-N′-phenylhydrazinocarbonyl)-3-[4-(4-methylpiperazin-1-ylmethyl)benzoylamino]-thieno[2,3-c]pyrazole-1-carboxylate in 8 mL of methanol is introduced into a microwave oven tube. The tube is stoppered and the reaction mixture is irradiated at a temperature in the region of 100° C. for 20 minutes, and then for two further periods of 15 minutes. The reaction mixture is then concentrated to dryness under vacuum (2 kPa) at a temperature in the r... Starting materials: C(C)I (Ethyl iodide), NN1C([C@@](C[C@@H]([C@H]1C1=CC=C(C=C1)Cl)C1=CC(=CC=C1)Cl)(C)CC(=O)OC)=O (Methyl 2-((3R,5R,6S)-1-amino-5-(3-chlorophenyl)-6-(4-chlorophenyl)-3-methyl-2-oxopiperidin-3-yl)acetate), CCN(C(C)C)C(C)C (DIEA). The solvent is CN(C)C=O (DMF). Run at temperature 80 celsius, time 12 hour. Product: ClC=1C=C(C=CC1)[C@H]1C[C@](C(N([C@@H]1C1=CC=C(C=C1)Cl)N(CC)CC)=O)(C)CC(=O)OC (Methyl 2-((3R,5R,6S)-5-(3-chlorophenyl)-6-(4-chlorophenyl)-1-(diethylamino)-3-methyl-2-oxopiperidin-3-yl)acetate). As a reaction SMILES: [CH2:1](I)[CH3:2].[NH2:4][N:5]1[C@H:10]([C:11]2[CH:16]=[CH:15][C:14]([Cl:17])=[CH:13][CH:12]=2)[C@@H:9]([C:18]2[CH:23]=[CH:22][CH:21]=[C:20]([Cl:24])[CH:19]=2)[CH2:8][C@@:7]([CH2:26][C:27]([O:29][CH3:30])=[O:28])([CH3:25])[C:6]1=[O:31].[CH3:32][CH2:33]N(C(C)C)C(C)C>CN(C=O)C>[Cl:24][C:20]1[CH:19]=[C:18]([C@@H:9]2[C@@H:10]([C:11]3[CH:16]=[CH:15][C:14]([Cl:17])=[CH:13][CH:12]=3)[N:5]([N:4]([CH2:1][CH3:2])[CH2:32][CH3:33])[C:6](=[O:31])[C@:7]([CH2:26][C:27]([O:29][CH3:30])=[O:28])([CH3:25])[CH2:8]2)[CH:23]=[CH:22][CH:21]=1. Reported procedure: Ethyl iodide (67.1 μL, 0.831 mmol) was added to a solution of methyl 2-((3R,5R,6S)-1-amino-5-(3-chlorophenyl)-6-(4-chlorophenyl)-3-methyl-2-oxopiperidin-3-yl)acetate (Example 429, step B, 35 mg, 0.083 mmol) and DIEA (145 μL, 0.831 mmol) in DMF. The resulting mixture was stirred at 80° C. for 12 h. The mixture was concentrated and purified by reversed phase HPLC (Sunfire™ Prep C18 OBD 10 μm column; Waters, Milford, Mass.; 40-90% water/acetonitrile gradient with 0.1% TFA). Desired fractions were p...